Dataset: the Open Reaction Database (ORD), a public repository of structured organic reaction records. Task: describe an organic reaction: reactants, conditions, products, and yield The reactants are COc1cc(N)cc(OC)c1OC, CC(=O)O, [Cl-], Cl, O=N[O-], Nc1ccccc1, [Na+], O=S=O, O. Product: COc1cc(S(=O)(=O)Cl)cc(OC)c1OC. Reaction SMILES: [CH3:1][O:2][c:3]1[cH:4][c:5]([NH2:6])[cH:7][c:8]([O:12][CH3:13])[c:9]1[O:10][CH3:11].[CH3:30][C:31](=[O:32])[OH:33].[Cl-:21].[ClH:29].[N:14]([O-:15])=[O:16].[NH2:22][c:23]1[cH:24][cH:25][cH:26][cH:27][cH:28]1.[Na+:17].[O:18]=[S:19]=[O:20].[OH2:34]>>[CH3:1][O:2][c:3]1[cH:4][c:5]([S:19](=[O:18])(=[O:20])[Cl:21])[cH:7][c:8]([O:12][CH3:13])[c:9]1[O:10][CH3:11]. The reactants are [H-].[Na+] (sodium hydride), CC(/C(=C/C#N)/OCC(=O)OCC)(C)C ((Z)-4,4-dimethyl-3-(ethoxycarbonylmethoxy)pentenenitrile), [NH4+].[Cl-] (NH4Cl). Run in C1CCOC1 (THF). Reaction conditions: time 3 hour. Yields the product NC1=C(OC(=C1)C(C)(C)C)C(=O)OCC (ethyl 3-amino-5-tert-butylfuran-2-carboxylate). The yield is 86.8%. As a reaction SMILES: [H-].[Na+].[CH3:3][C:4]([CH3:17])([CH3:16])/[C:5](/[O:9][CH2:10][C:11]([O:13][CH2:14][CH3:15])=[O:12])=[CH:6]/[C:7]#[N:8].[NH4+].[Cl-]>C1COCC1>[NH2:8][C:7]1[CH:6]=[C:5]([C:4]([CH3:16])([CH3:17])[CH3:3])[O:9][C:10]=1[C:11]([O:13][CH2:14][CH3:15])=[O:12] |f:0.1,3.4|. Reported procedure: To a slurry of sodium hydride (62 mg, 2.6 mmol, 1.1 equiv) in anh. THF (50 mL) was added (Z)-4,4-dimethyl-3-(ethoxycarbonylmethoxy)pentenenitrile (0.50 g, 2.4 mmol). The reaction mixture was stirred for 3 h, treated with a saturated aq. NH4Cl solution (2 mL), and concentrated under reduced pressure. The residue was purified by flash chromatography (50 g SiO2, 10% EtOAc/hex) to afford ethyl 3-amino-5-tert-butylfuran-2-carboxylate (0.44 g, 88%) as a white solid: mp 44-45° C.; TLC (10% EtOAc/hex) R... Starting materials: COC(=O)C(C)C, [Li]CCCC, CC(C)NC(C)C, ClCCBr, Cl, C1CCOC1, O. Product: COC(=O)C(C)(C)CCCl. Reaction SMILES: [C:13]([CH:14]([CH3:15])[CH3:16])(=[O:17])[O:18][CH3:19].[CH2:8]([Li:9])[CH2:10][CH2:11][CH3:12].[CH:1]([NH:2][CH:3]([CH3:4])[CH3:5])([CH3:6])[CH3:7].[Cl:20][CH2:21][CH2:22][Br:23].[ClH:24].[O:26]1[CH2:27][CH2:28][CH2:29][CH2:30]1.[OH2:25]>>[C:13]([C:14]([CH3:15])([CH3:16])[CH2:22][CH2:21][Cl:20])(=[O:17])[O:18][CH3:19]. Starting materials: BrC=1C=C(C=CC1C#N)NC[C@H](COC)NC(OC(C)(C)C)=O ((R)-tert-butyl 1-(3-bromo-4-cyanophenylamino)-3-methoxypropan-2-ylcarbamate), Cl.NC1=CC(=NS1)C (5-amino-3-methylisothiazole hydrochloride), C=1C=CC(=CC1)P(C=2C=CC=CC2)C3=CC=C4C=CC=CC4=C3C5=C6C=CC=CC6=CC=C5P(C=7C=CC=CC7)C=8C=CC=CC8 (BINAP), C(=O)([O-])[O-].[K+].[K+] (K2CO3). The reagents and catalysts are CC(=O)[O-].CC(=O)[O-].[Pd+2] (Pd(OAc)2). Conditions: temperature 120 celsius. The product is C(#N)C1=C(C=C(C=C1)NC[C@H](COC)NC(OC(C)(C)C)=O)NC1=CC(=NS1)C ((R)-tert-butyl 1-(4-cyano-3-(3-methylisothiazol-5-ylamino)phenylamino)-3-methoxypropan-2-ylcarbamate). As a reaction SMILES: Br[C:2]1[CH:3]=[C:4]([NH:10][CH2:11][C@@H:12]([NH:16][C:17](=[O:23])[O:18][C:19]([CH3:22])([CH3:21])[CH3:20])[CH2:13][O:14][CH3:15])[CH:5]=[CH:6][C:7]=1[C:8]#[N:9].Cl.[NH2:25][C:26]1[S:30][N:29]=[C:28]([CH3:31])[CH:27]=1.C1C=CC(P(C2C(C3C(P(C4C=CC=CC=4)C4C=CC=CC=4)=CC=C4C=3C=CC=C4)=C3C(C=CC=C3)=CC=2)C2C=CC=CC=2)=CC=1.C([O-])([O-])=O.[K+].[K+]>CC([O-])=O.CC([O-])=O.[Pd+2]>[C:8]([C:7]1[CH:6]=[CH:5][C:4]([NH:10][CH2:11][C@@H:12]([NH:16][C:17](=[O:23])[O:18][C:19]([CH3:22])([CH3:21])[CH3:20])[CH2:13][O:14][CH3:15])=[CH:3][C:2]=1[NH:25][C:26]1[S:30][N:29]=[C:28]([CH3:31])[CH:27]=1)#[N:9] |f:1.2,4.5.6,7.8.9|. Procedure: A mixture of (R)-tert-butyl 1-(3-bromo-4-cyanophenylamino)-3-methoxypropan-2-ylcarbamate (150 mg, 0.39 mmol), 5-amino-3-methylisothiazole hydrochloride (76 mg, 0.51 mmol), BINAP (25 mg, 0.04 mmol), Pd(OAc)2 (18 mg, 0.08 mmol) and K2CO3 (188 mg, 1.37 mmol) p-dioxane (3 mL) was degassed with Ar, then was heated at 120° C. for 15 h. the mixture was filtered, filter cake was washed with EtOAc, and the filtrated was concentrated in vacuo to give (R)-tert-butyl 1-(4-cyano-3-(3-methylisothiazol-5-ylami... Starting materials: COC(=O)C(CCSc1ccccn1)NC(c1ccc(F)cc1)C(F)(F)F, CO, [Na+], [OH-]. Yields the product O=C(O)C(CCSc1ccccn1)NC(c1ccc(F)cc1)C(F)(F)F. RXN SMILES: [CH3:1][O:2][C:3]([CH:4]([CH2:5][CH2:6][S:7][c:8]1[n:9][cH:10][cH:11][cH:12][cH:13]1)[NH:14][CH:15]([C:16]([F:17])([F:18])[F:19])[c:20]1[cH:21][cH:22][c:23]([F:26])[cH:24][cH:25]1)=[O:27].[CH3:30][OH:31].[Na+:29].[OH-:28]>>[O:2]=[C:3]([CH:4]([CH2:5][CH2:6][S:7][c:8]1[n:9][cH:10][cH:11][cH:12][cH:13]1)[NH:14][CH:15]([C:16]([F:17])([F:18])[F:19])[c:20]1[cH:21][cH:22][c:23]([F:26])[cH:24][cH:25]1)[OH:27]. Starting materials: C(C)(C)(C)C1=CC=C(C=C1)C=CC(=O)C1=C(C=C(C=C1)OCC=C(C)C)OCC(=O)OCC (4-t-butyl-2'-ethoxycarbonylmethoxy-4'-(3-methyl-2-butenyloxy)chalcone), C([O-])([O-])=O.[K+].[K+] (potassium carbonate). Run in C(C)O (ethanol), O (water). Conditions: temperature 45 celsius, time 8 hour. The product is C(C)(C)(C)C1=CC=C(C=C1)C=CC(=O)C1=C(C=C(C=C1)OCC=C(C)C)OCC(=O)O (4-t-butyl-2'-carboxymethoxy-4'-(3-methyl-2-butenyloxy)chalcone). The yield is 67.4%. As a reaction SMILES: [C:1]([C:5]1[CH:10]=[CH:9][C:8]([CH:11]=[CH:12][C:13]([C:15]2[CH:20]=[CH:19][C:18]([O:21][CH2:22][CH:23]=[C:24]([CH3:26])[CH3:25])=[CH:17][C:16]=2[O:27][CH2:28][C:29]([O:31]CC)=[O:30])=[O:14])=[CH:7][CH:6]=1)([CH3:4])([CH3:3])[CH3:2].C(=O)([O-])[O-].[K+].[K+]>C(O)C.O>[C:1]([C:5]1[CH:6]=[CH:7][C:8]([CH:11]=[CH:12][C:13]([C:15]2[CH:20]=[CH:19][C:18]([O:21][CH2:22][CH:23]=[C:24]([CH3:25])[CH3:26])=[CH:17][C:16]=2[O:27][CH2:28][C:29]([OH:31])=[O:30])=[O:14])=[CH:9][CH:10]=1)([CH3:2])([CH3:3])[CH3:4] |f:1.2.3|. Procedure details: To a solution of 47.3 g of 4-t-butyl-2'-ethoxycarbonylmethoxy-4'-(3-methyl-2-butenyloxy)chalcone in 600 ml of ethanol was added a solution of 29.0 g of potassium carbonate in 100 ml of water, the mixture was stirred at 45° C. for 8 hours. After neutralization with dilute sulfuric acid, the precipitated solid was collected by filtration, washed with water, dried and recrystallized from ethanol to give 29.9 g of 4-t-butyl-2'-carboxymethoxy-4'-(3-methyl-2-butenyloxy)chalcone as pale yellow needles. Reactants: ClC1=CC=C(C=2CCN(CCC21)C)[N+](=O)[O-] (6-chloro-3-methyl-9-nitro-2,3,4,5-tetrahydro-1H-3-benzazepine), O.NN (hydrazine hydrate). Reagents/catalysts: [Ni] (Raney nickel). Solvent: C(C)O (ethanol). Yields the product NC1=CC=C(C2=C1CCN(CC2)C)Cl (9-amino-6-chloro-3-methyl-2,3,4,5-tetrahydro-1H-3-benzazepine). As a reaction SMILES: [Cl:1][C:2]1[C:12]2[CH2:11][CH2:10][N:9]([CH3:13])[CH2:8][CH2:7][C:6]=2[C:5]([N+:14]([O-])=O)=[CH:4][CH:3]=1.O.NN>C(O)C.[Ni]>[NH2:14][C:5]1[C:6]2[CH2:7][CH2:8][N:9]([CH3:13])[CH2:10][CH2:11][C:12]=2[C:2]([Cl:1])=[CH:3][CH:4]=1 |f:1.2|. Procedure: A solution of 10 g (0.04 mol) of the nitro compound and 6.0 ml of hydrazine hydrate in 400 ml of ethanol was warmed to 45° while activated Raney nickel was added in small portions until the evolution of gas ceased. The mixture was cooled, filtered through a filter aid and concentrated to give 9-amino-6-chloro-3-methyl-2,3,4,5-tetrahydro-1H-3-benzazepine. Starting materials: CCO, Cl, N#CN, Cc1cc(C(=O)O)ccc1N. The product is Cl, Cc1cc(C(=O)O)ccc1NC(=N)N. As a reaction SMILES: [CH3:16][CH2:17][OH:18].[ClH:1].[NH2:13][C:14]#[N:15].[NH2:2][c:3]1[c:4]([CH3:12])[cH:5][c:6]([C:7](=[O:8])[OH:9])[cH:10][cH:11]1>>[ClH:1].[NH:2]([c:3]1[c:4]([CH3:12])[cH:5][c:6]([C:7](=[O:8])[OH:9])[cH:10][cH:11]1)[C:14](=[NH:13])[NH2:15].